Dataset: the Open Reaction Database (ORD), a public repository of structured organic reaction records. Task: describe an organic reaction: reactants, conditions, products, and yield Reactants: N(=[N+]=[N-])CCN1C(C(N(CC1)C(CC(=O)OC(C1=CC=CC=C1)C1=CC=CC=C1)C=1C=NC=CC1)=O)=O (diphenylmethyl 3-[4-(2-azidoethyl)-2,3-dioxopiperazin-1-yl]-3-(pyridin-3-yl)-propionate), Cl (hydrochloric acid), CN(C=O)C (N,N-dimethylformamide), C(O)([O-])=O.[Na+] (sodium hydrogencarbonate). Reagents/catalysts: [C].[Pd] (palladium-carbon). Solvent: C(Cl)Cl (methylene chloride). Conditions: time 2 hour. Product: NCCN1C(C(N(CC1)C(CC(=O)OC(C1=CC=CC=C1)C1=CC=CC=C1)C=1C=NC=CC1)=O)=O (diphenylmethyl 3-[4-(2-aminoethyl)-2,3-dioxopiperazin-1-yl]-3-(pyridin-3-yl)-propionate). The yield is 30.1%. RXN SMILES: [N:1]([CH2:4][CH2:5][N:6]1[CH2:11][CH2:10][N:9]([CH:12]([C:30]2[CH:31]=[N:32][CH:33]=[CH:34][CH:35]=2)[CH2:13][C:14]([O:16][CH:17]([C:24]2[CH:29]=[CH:28][CH:27]=[CH:26][CH:25]=2)[C:18]2[CH:23]=[CH:22][CH:21]=[CH:20][CH:19]=2)=[O:15])[C:8](=[O:36])[C:7]1=[O:37])=[N+]=[N-].Cl.CN(C)C=O.C(=O)([O-])O.[Na+]>[C].[Pd].C(Cl)Cl>[NH2:1][CH2:4][CH2:5][N:6]1[CH2:11][CH2:10][N:9]([CH:12]([C:30]2[CH:31]=[N:32][CH:33]=[CH:34][CH:35]=2)[CH2:13][C:14]([O:16][CH:17]([C:24]2[CH:25]=[CH:26][CH:27]=[CH:28][CH:29]=2)[C:18]2[CH:19]=[CH:20][CH:21]=[CH:22][CH:23]=2)=[O:15])[C:8](=[O:36])[C:7]1=[O:37] |f:3.4,5.6|. Procedure details: A mixture of 0.7 g of diphenylmethyl 3-[4-(2-azidoethyl)-2,3-dioxopiperazin-1-yl]-3-(pyridin-3-yl)-propionate, 0.13 g of 5% palladium-carbon, 2.8 ml of 1N hydrochloric acid and 7 ml of N,N-dimethylformamide was subjected to hydrogenation at ordinary temperature and atmospheric pressure for 2 hours. After completion of the reaction, the catalyst was filtered off and the filtrate was concentrated under reduced pressure. To the resulting residue were added 5 ml of diethyl ether and 1 ml of ethyl ac... Reactants: C(C)(=O)OC=1C(=C(C(=O)O)C=CC1)C (3-acetoxy-2-methylbenzoic acid), COC=1C=C(C(=O)Cl)C=CC1 (3-methoxybenzoyl chloride), COC=1C=C(C(=O)Cl)C=CC1 (3-methoxybenzoyl chloride), NC1=CC=CC=C1 (aniline). Product: COC=1C=C(C(=O)NC2=CC=CC=C2)C=CC1 (3-methoxy-N-phenylbenzamide). Reaction SMILES: [C:1]([O:4][C:5]1[C:6](C)=[C:7]([CH:11]=[CH:12][CH:13]=1)[C:8]([OH:10])=O)(=O)C.COC1C=C(C=CC=1)C(Cl)=O.[NH2:26][C:27]1[CH:32]=[CH:31][CH:30]=[CH:29][CH:28]=1>>[CH3:1][O:4][C:5]1[CH:6]=[C:7]([CH:11]=[CH:12][CH:13]=1)[C:8]([NH:26][C:27]1[CH:32]=[CH:31][CH:30]=[CH:29][CH:28]=1)=[O:10]. Reported procedure: WO 95/09843 describes a multistage process for the preparation of 3-acetoxy-2-methylbenzoic acid. This process starts from 3-methoxybenzoyl chloride. The 3-methoxybenzoyl chloride is reacted with aniline to give 3-methoxy-N-phenylbenzamide. In a second step, the 3-methoxy-N-phenylbenzamide is reacted with 2 equivalents of n-butyllithium and then alkylated using methyl iodide. 3-Methoxy-2-methyl-N-phenylbenzamide is formed here, which is then reacted with aqueous hydrochloric acid and aqueous hyd...